Dataset: the Open Reaction Database (ORD), a public repository of structured organic reaction records. Task: describe an organic reaction: reactants, conditions, products, and yield The reactants are CC(C)(C)O[K], CCN1CCN(c2nc(Br)cc3ccccc23)CC1, CC(=O)c1ccccc1, CS(C)=O, O. The product is CCN1CCN(c2nc(CC(=O)c3ccccc3)cc3ccccc23)CC1. Reaction SMILES: [C:29]([O:30][K:31])([CH3:32])([CH3:33])[CH3:34].[CH2:1]([CH3:2])[N:3]1[CH2:4][CH2:5][N:6]([c:9]2[n:10][c:11]([Br:19])[cH:12][c:13]3[cH:14][cH:15][cH:16][cH:17][c:18]23)[CH2:7][CH2:8]1.[CH3:20][C:21](=[O:22])[c:23]1[cH:24][cH:25][cH:26][cH:27][cH:28]1.[CH3:36][S:37](=[O:38])[CH3:39].[OH2:35]>>[CH2:1]([CH3:2])[N:3]1[CH2:4][CH2:5][N:6]([c:9]2[n:10][c:11]([CH2:20][C:21](=[O:22])[c:23]3[cH:24][cH:25][cH:26][cH:27][cH:28]3)[cH:12][c:13]3[cH:14][cH:15][cH:16][cH:17][c:18]23)[CH2:7][CH2:8]1.